Dataset: the Open Reaction Database (ORD), a public repository of structured organic reaction records. Task: describe an organic reaction: reactants, conditions, products, and yield The reactants are CCOC(=O)c1cnn2c(C(F)(F)F)cc(-c3ccc(C(F)(F)F)cc3)cc12, C1CCOC1, CO, Cl, [Li+], [OH-], O, O. Product: O=C(O)c1cnn2c(C(F)(F)F)cc(-c3ccc(C(F)(F)F)cc3)cc12. As a reaction SMILES: [CH2:1]([CH3:2])[O:3][C:4](=[O:5])[c:6]1[cH:7][n:8][n:9]2[c:10]1[cH:11][c:12](-[c:19]1[cH:20][cH:21][c:22]([C:25]([F:26])([F:27])[F:28])[cH:23][cH:24]1)[cH:13][c:14]2[C:15]([F:16])([F:17])[F:18].[CH2:33]1[O:34][CH2:35][CH2:36][CH2:37]1.[CH3:38][OH:39].[ClH:32].[Li+:30].[OH-:29].[OH2:31].[OH2:40]>>[O:3]=[C:4]([OH:5])[c:6]1[cH:7][n:8][n:9]2[c:10]1[cH:11][c:12](-[c:19]1[cH:20][cH:21][c:22]([C:25]([F:26])([F:27])[F:28])[cH:23][cH:24]1)[cH:13][c:14]2[C:15]([F:16])([F:17])[F:18]. The reactants are C#CC(C)(C)O[Si](C)(C)C(C)(C)C, CN(C)C=O, CCCCCC, C1CCOC1. Yields the product CC(C)(C#CC=O)O[Si](C)(C)C(C)(C)C. As a reaction SMILES: [C:1]([CH3:2])([CH3:3])([CH3:4])[Si:5]([O:6][C:7]([C:8]#[CH:9])([CH3:10])[CH3:11])([CH3:12])[CH3:13].[CH3:19][N:20]([CH3:21])[CH:22]=[O:23].[CH3:24][CH2:25][CH2:26][CH2:27][CH2:28][CH3:29].[O:14]1[CH2:15][CH2:18][CH2:17][CH2:16]1>>[C:1]([CH3:2])([CH3:3])([CH3:4])[Si:5]([O:6][C:7]([C:8]#[C:9][CH:15]=[O:14])([CH3:10])[CH3:11])([CH3:12])[CH3:13].